This data is from the Open Reaction Database (ORD), a public repository of structured organic reaction records. The task is: describe an organic reaction: reactants, conditions, products, and yield The reactants are COCCOCC(CC1(C(=O)NC2CCC(C(=O)OCc3ccccc3)CC2)CCCC1)C(=O)OC(C)(C)C, CCO, O. Yields the product COCCOCC(CC1(C(=O)NC2CCC(C(=O)O)CC2)CCCC1)C(=O)OC(C)(C)C. As a reaction SMILES: [C:1]([CH3:2])([CH3:3])([CH3:4])[O:5][C:6]([CH:7]([CH2:8][C:9]1([C:14](=[O:15])[NH:16][CH:17]2[CH2:18][CH2:19][CH:20]([C:23](=[O:24])[O:25][CH2:26][c:27]3[cH:28][cH:29][cH:30][cH:31][cH:32]3)[CH2:21][CH2:22]2)[CH2:10][CH2:11][CH2:12][CH2:13]1)[CH2:33][O:34][CH2:35][CH2:36][O:37][CH3:38])=[O:39].[CH3:41][CH2:42][OH:43].[OH2:40]>>[C:1]([CH3:2])([CH3:3])([CH3:4])[O:5][C:6]([CH:7]([CH2:8][C:9]1([C:14](=[O:15])[NH:16][CH:17]2[CH2:18][CH2:19][CH:20]([C:23](=[O:24])[OH:25])[CH2:21][CH2:22]2)[CH2:10][CH2:11][CH2:12][CH2:13]1)[CH2:33][O:34][CH2:35][CH2:36][O:37][CH3:38])=[O:39]. Reactants: CC(=O)O, COCn1ccc2ncnc(Oc3ccc([N+](=O)[O-])cc3F)c21, [Fe]. The product is COCn1ccc2ncnc(Oc3ccc(N)cc3F)c21. Reaction SMILES: [CH3:24][C:25](=[O:26])[OH:27].[F:1][c:2]1[c:3]([O:4][c:5]2[c:6]3[c:7]([n:8][cH:9][n:10]2)[cH:11][cH:12][n:13]3[CH2:14][O:15][CH3:16])[cH:17][cH:18][c:19]([N+:21]([O-:22])=[O:23])[cH:20]1.[Fe:28]>>[F:1][c:2]1[c:3]([O:4][c:5]2[c:6]3[c:7]([n:8][cH:9][n:10]2)[cH:11][cH:12][n:13]3[CH2:14][O:15][CH3:16])[cH:17][cH:18][c:19]([NH2:21])[cH:20]1. Reactants: [BH4-], O=Cc1c(OCc2ccccc2)ccc2sccc12, ClCCl, CO, Cl, [Na+]. The product is OCc1c(OCc2ccccc2)ccc2sccc12. As a reaction SMILES: [BH4-:20].[CH2:1]([c:2]1[cH:3][cH:4][cH:5][cH:6][cH:7]1)[O:8][c:9]1[c:10]([CH:18]=[O:19])[c:11]2[c:12]([s:13][cH:14][cH:15]2)[cH:16][cH:17]1.[CH2:25]([Cl:26])[Cl:27].[CH3:22][OH:23].[ClH:24].[Na+:21]>>[CH2:1]([c:2]1[cH:3][cH:4][cH:5][cH:6][cH:7]1)[O:8][c:9]1[c:10]([CH2:18][OH:19])[c:11]2[c:12]([s:13][cH:14][cH:15]2)[cH:16][cH:17]1.